Dataset: the Open Reaction Database (ORD), a public repository of structured organic reaction records. Task: describe an organic reaction: reactants, conditions, products, and yield Starting materials: BrCC(C)C (1-bromo-2-methylpropane), CC(=O)C1CCCC(C1)(C)C (herbac). The product is CC1(CC(CCC1)C(C)(CC(C)C)O)C (2-(3,3-dimethylcyclohexyl)-4-methylpentan-2-ol). Reaction SMILES: Br[CH2:2][CH:3]([CH3:5])[CH3:4].[CH3:6][C:7]([CH:9]1[CH2:14][C:13]([CH3:16])([CH3:15])[CH2:12][CH2:11][CH2:10]1)=[O:8]>>[CH3:15][C:13]1([CH3:16])[CH2:12][CH2:11][CH2:10][CH:9]([C:7]([OH:8])([CH2:2][CH:3]([CH3:5])[CH3:4])[CH3:6])[CH2:14]1. Reported procedure: The protocol of example 1 is carried out again with 1-bromo-2-methylpropane replacing bromoethane, and herbac replacing dehydroherbac. Starting materials: CCC(C)Br, CC(C)(C)[O-], COc1ccc(S)cc1, [K+], CN(C)C=O, O. The product is CCC(C)Sc1ccc(OC)cc1. As a reaction SMILES: [Br:16][CH:17]([CH3:18])[CH2:19][CH3:20].[CH3:1][C:2]([CH3:3])([O-:4])[CH3:5].[CH3:7][O:8][c:9]1[cH:10][cH:11][c:12]([SH:15])[cH:13][cH:14]1.[K+:6].[O:22]=[CH:23][N:24]([CH3:25])[CH3:26].[OH2:21]>>[CH3:7][O:8][c:9]1[cH:10][cH:11][c:12]([S:15][CH:17]([CH3:18])[CH2:19][CH3:20])[cH:13][cH:14]1.